Dataset: the Open Reaction Database (ORD), a public repository of structured organic reaction records. Task: describe an organic reaction: reactants, conditions, products, and yield Reactants: CC(C)COc1ccc(C(NC(=O)C(C)c2ccccc2)C2CCCN2C(=O)OC(C)(C)C)cc1, Cl. Product: CC(C)COc1ccc(C(NC(=O)C(C)c2ccccc2)C2CCCN2)cc1. Reaction SMILES: [CH2:1]([CH:2]([CH3:3])[CH3:4])[O:5][c:6]1[cH:7][cH:8][c:9]([CH:12]([CH:13]2[N:14]([C:18]([O:19][C:20]([CH3:21])([CH3:22])[CH3:23])=[O:24])[CH2:15][CH2:16][CH2:17]2)[NH:25][C:26]([CH:27]([CH3:28])[c:29]2[cH:30][cH:31][cH:32][cH:33][cH:34]2)=[O:35])[cH:10][cH:11]1.[ClH:36]>>[CH2:1]([CH:2]([CH3:3])[CH3:4])[O:5][c:6]1[cH:7][cH:8][c:9]([CH:12]([CH:13]2[NH:14][CH2:15][CH2:16][CH2:17]2)[NH:25][C:26]([CH:27]([CH3:28])[c:29]2[cH:30][cH:31][cH:32][cH:33][cH:34]2)=[O:35])[cH:10][cH:11]1. The reactants are C1COCCO1, COC(=O)CCc1cn(S(=O)(=O)c2cncc(Br)c2)c2ccc(Cl)cc12, OB(O)c1ccc(C(F)(F)F)cc1, c1ccc(P(c2ccccc2)(c2ccccc2)[Pd](P(c2ccccc2)(c2ccccc2)c2ccccc2)(P(c2ccccc2)(c2ccccc2)c2ccccc2)P(c2ccccc2)(c2ccccc2)c2ccccc2)cc1. Yields the product COC(=O)CCc1cn(S(=O)(=O)c2cncc(-c3ccc(C(F)(F)F)cc3)c2)c2ccc(Cl)cc12. As a reaction SMILES: [CH2:40]1[O:41][CH2:42][CH2:43][O:44][CH2:45]1.[CH3:1][O:2][C:3]([CH2:4][CH2:5][c:6]1[cH:7][n:8]([S:16](=[O:17])(=[O:18])[c:19]2[cH:20][n:21][cH:22][c:23]([Br:25])[cH:24]2)[c:9]2[cH:10][cH:11][c:12]([Cl:15])[cH:13][c:14]12)=[O:26].[F:27][C:28]([c:29]1[cH:30][cH:31][c:32]([B:35]([OH:36])[OH:37])[cH:33][cH:34]1)([F:38])[F:39].[cH:46]1[cH:47][cH:48][c:49]([P:50]([Pd:51]([P:52]([c:53]2[cH:54][cH:55][cH:56][cH:57][cH:58]2)([c:59]2[cH:60][cH:61][cH:62][cH:63][cH:64]2)[c:65]2[cH:66][cH:67][cH:68][cH:69][cH:70]2)([P:71]([c:72]2[cH:73][cH:74][cH:75][cH:76][cH:77]2)([c:78]2[cH:79][cH:80][cH:81][cH:82][cH:83]2)[c:84]2[cH:85][cH:86][cH:87][cH:88][cH:89]2)[P:90]([c:91]2[cH:92][cH:93][cH:94][cH:95][cH:96]2)([c:97]2[cH:98][cH:99][cH:100][cH:101][cH:102]2)[c:103]2[cH:104][cH:105][cH:106][cH:107][cH:108]2)([c:109]2[cH:110][cH:111][cH:112][cH:113][cH:114]2)[c:115]2[cH:116][cH:117][cH:118][cH:119][cH:120]2)[cH:121][cH:122]1>>[CH3:1][O:2][C:3]([CH2:4][CH2:5][c:6]1[cH:7][n:8]([S:16](=[O:17])(=[O:18])[c:19]2[cH:20][n:21][cH:22][c:23](-[c:32]3[cH:31][cH:30][c:29]([C:28]([F:27])([F:38])[F:39])[cH:34][cH:33]3)[cH:24]2)[c:9]2[cH:10][cH:11][c:12]([Cl:15])[cH:13][c:14]12)=[O:26]. Reactants: Cc1cc(-c2cccc(C(=O)CC(=O)Nc3cc(C(F)(F)F)c(C)cc3NC(=O)OC(C)(C)C)c2)cc(C2CC2)n1, ClCCl, O=C(O)C(F)(F)F. Product: Cc1cc(-c2cccc(C3=Nc4cc(C)c(C(F)(F)F)cc4NC(=O)C3)c2)cc(C2CC2)n1. Reaction SMILES: [C:1]([O:2][C:3](=[O:4])[NH:7][c:8]1[c:9]([NH:19][C:20]([CH2:21][C:22](=[O:5])[c:24]2[cH:25][c:26](-[c:30]3[cH:31][c:32]([CH:37]4[CH2:38][CH2:39]4)[n:33][c:34]([CH3:36])[cH:35]3)[cH:27][cH:28][cH:29]2)=[O:40])[cH:10][c:11]([C:15]([F:16])([F:17])[F:18])[c:12]([CH3:14])[cH:13]1)([CH3:6])([CH3:23])[CH3:41].[Cl:49][CH2:50][Cl:51].[F:42][C:43]([F:44])([F:45])[C:46]([OH:47])=[O:48]>>[N:7]1=[C:22]([c:24]2[cH:25][c:26](-[c:30]3[cH:31][c:32]([CH:37]4[CH2:38][CH2:39]4)[n:33][c:34]([CH3:36])[cH:35]3)[cH:27][cH:28][cH:29]2)[CH2:21][C:20](=[O:40])[NH:19][c:9]2[c:8]1[cH:13][c:12]([CH3:14])[c:11]([C:15]([F:16])([F:17])[F:18])[cH:10]2. Reactants: ClC1=NC=CC(=N1)C1=C(N=C(S1)N1CCCC1)C=1C=C(C=CC1)NS(=O)(=O)C1=C(C=CC=C1F)F (N-{3-[5-(2-Chloro-4-pyrimidinyl)-2-(1-pyrrolidinyl)-1,3-thiazol-4-yl]phenyl}-2,6-difluorobenzenesulfonamide), ClC1=NC=CC(=N1)CC(=O)C=1C(=C(C=CC1)NS(=O)(=O)C1=C(C=CC(=C1)F)F)F (N-(3-(2-(2-chloropyrimidin-4-yl)acetyl)-2-fluorophenyl)-2,5-difluorobenzenesulfonamide), NC(=S)C1CCN(CC1)C(=O)OC(C)(C)C (1,1-dimethylethyl 4-(aminocarbonothioyl)-1-piperidinecarboxylate). Yields the product ClC1=NC=CC(=N1)C1=C(N=C(S1)C1CCN(CC1)C(=O)OC(C)(C)C)C1=C(C(=CC=C1)NS(=O)(=O)C1=C(C=CC(=C1)F)F)F (1,1-Dimethylethyl 4-[5-(2-chloro-4-pyrimidinyl)-4-(3-{[(2,5-difluorophenyl)sulfonyl]amino}-2-fluorophenyl)-1,3-thiazol-2-yl]-1-piperidinecarboxylate). Isolated yield 60.0%. Reaction SMILES: ClC1N=C(C2SC(N3CCCC3)=NC=2C2C=C(NS(C3C(F)=CC=CC=3F)(=O)=O)C=CC=2)C=CN=1.[Cl:36][C:37]1[N:42]=[C:41]([CH2:43][C:44]([C:46]2[C:47]([F:64])=[C:48]([NH:52][S:53]([C:56]3[CH:61]=[C:60]([F:62])[CH:59]=[CH:58][C:57]=3[F:63])(=[O:55])=[O:54])[CH:49]=[CH:50][CH:51]=2)=O)[CH:40]=[CH:39][N:38]=1.[NH2:65][C:66]([CH:68]1[CH2:73][CH2:72][N:71]([C:74]([O:76][C:77]([CH3:80])([CH3:79])[CH3:78])=[O:75])[CH2:70][CH2:69]1)=[S:67]>>[Cl:36][C:37]1[N:42]=[C:41]([C:43]2[S:67][C:66]([CH:68]3[CH2:73][CH2:72][N:71]([C:74]([O:76][C:77]([CH3:80])([CH3:79])[CH3:78])=[O:75])[CH2:70][CH2:69]3)=[N:65][C:44]=2[C:46]2[CH:51]=[CH:50][CH:49]=[C:48]([NH:52][S:53]([C:56]3[CH:61]=[C:60]([F:62])[CH:59]=[CH:58][C:57]=3[F:63])(=[O:55])=[O:54])[C:47]=2[F:64])[CH:40]=[CH:39][N:38]=1. Procedure details: Following a procedure analogous to Intermediate 6 using N-(3-(2-(2-chloropyrimidin-4-yl)acetyl)-2-fluorophenyl)-2,5-difluorobenzenesulfonamide (4.80 g, 10.86 mmol) and 1,1-dimethylethyl 4-(aminocarbonothioyl)-1-piperidinecarboxylate (3.19 g, 13.04 mmol) the title compound of Step A was obtained (4.31 g, 60% yield). 1H NMR (400 MHz, DMSO-d6) δ ppm 10.78 (s, 1H), 8.57 (d, J=5.3 Hz, 1H), 7.36-7.68 (m, 5H), 7.32 (t, J=7.8 Hz, 1H), 6.90 (d, J=5.3 Hz, 1H), 4.01 (d, J=11.4 Hz, 2H), 3.20-3.34 (m, 1H), 2... The reactants are ClC1=CC=C(CN2CCNCC2)C=C1 (1-(4-chlorobenzyl)piperazine), BrCCCl (1-bromo-2-chloroethane). Solvent: O1CCCC1 (tetrahydrofuran). The product is Cl.Cl.ClC1=CC=C(CN2CCN(CC2)CCCl)C=C1 (1-(4-chlorobenzyl)-4-(2-chloroethyl)piperazine dihydrochloride). Yield: 112.0%. As a reaction SMILES: [Cl:1][C:2]1[CH:14]=[CH:13][C:5]([CH2:6][N:7]2[CH2:12][CH2:11][NH:10][CH2:9][CH2:8]2)=[CH:4][CH:3]=1.Br[CH2:16][CH2:17][Cl:18]>O1CCCC1>[ClH:1].[ClH:18].[Cl:1][C:2]1[CH:14]=[CH:13][C:5]([CH2:6][N:7]2[CH2:12][CH2:11][N:10]([CH2:16][CH2:17][Cl:18])[CH2:9][CH2:8]2)=[CH:4][CH:3]=1 |f:3.4.5|. Procedure: A mixture of 15.0 g of 1-(4-chlorobenzyl)piperazine, 14.4 g of 1-bromo-2-chloroethane and 150 ml of tetrahydrofuran was refluxed for 8 hours. The solvent was removed in vacuo, and 2N sodium hydroxide was added to the residue. The product was extracted with methylene chloride, and the extract was dried (sodium sulfate) and concentrated. The salt was precipitated with ethereal hydrochloric acid to give 13.8 g (56% of theory) of 1-(4-chlorobenzyl)-4-(2-chloroethyl)piperazine dihydrochloride as a wh... Starting materials: CN1N=CC=2C(=CC=CC12)N (1-methyl-1H-indazole-4-amine), ClC(=O)OC1=CC=CC=C1 (phenyl chloroformate), N1=CC=CC=C1 (Pyridine). Solvent: C1CCOC1 (THF), C(Cl)(Cl)Cl (chloroform). Reaction conditions: temperature 0 celsius, time 30 minute. Yields the product CN1N=CC2=C(C=CC=C12)NC(OC1=CC=CC=C1)=O (Phenyl 1-methyl-1H-indazol-4-ylcarbamate). RXN SMILES: Cl[C:2]([O:4][C:5]1[CH:10]=[CH:9][CH:8]=[CH:7][CH:6]=1)=[O:3].[CH3:11][N:12]1[C:20]2[CH:19]=[CH:18][CH:17]=[C:16]([NH2:21])[C:15]=2[CH:14]=[N:13]1.N1C=CC=CC=1>C(Cl)(Cl)Cl.C1COCC1>[CH3:11][N:12]1[C:20]2[C:15](=[C:16]([NH:21][C:2](=[O:3])[O:4][C:5]3[CH:10]=[CH:9][CH:8]=[CH:7][CH:6]=3)[CH:17]=[CH:18][CH:19]=2)[CH:14]=[N:13]1. Procedure: A solution of phenyl chloroformate (1.1 mmol) in chloroform was cooled to 0° C. 1-methyl-1H-indazole-4-amine in dry THF was added to the reaction mixture dropwise at 0° C. Pyridine (1 mmol) was added to the reaction mixture. Reaction mixture was stirred at 0° C. for 30 minutes and was then stirred at room temperature for 15 hours.